From a dataset of the Open Reaction Database (ORD), a public repository of structured organic reaction records. describe an organic reaction: reactants, conditions, products, and yield The product is O=C1OCC2CC12c1cccc2ccccc12. RXN SMILES: [ClH:20].[Na+:19].[OH-:18].[OH2:21].[OH:1][CH2:2][CH:3]1[C:4]([C:6]#[N:7])([c:8]2[cH:9][cH:10][cH:11][c:12]3[cH:13][cH:14][cH:15][cH:16][c:17]23)[CH2:5]1>>[O:1]1[CH2:2][CH:3]2[C:4]([c:8]3[cH:9][cH:10][cH:11][c:12]4[cH:13][cH:14][cH:15][cH:16][c:17]34)([CH2:5]2)[C:6]1=[O:18]. The reactants are Cl, [Na+], [OH-], O, N#CC1(c2cccc3ccccc23)CC1CO.